This data is from the Open Reaction Database (ORD), a public repository of structured organic reaction records. The task is: describe an organic reaction: reactants, conditions, products, and yield Run in O1CCCC1 (tetrahydrofuran). Procedure details: 2.1. 46.0g of 4-chloro-2-(chloromethyl)quinazoline are suspended in 600 ml of absolute tetrahydrofuran. The solution is cooled to 0° C. 23.0 ml of hydrazine hydrate are added dropwise within 5 min., whereby a solution results and the temperature rises to 15° to 20° C. The reaction mixture is stirred at room temperature for 4 h. and then evaporated in a vacuum. The residue is triturated with 0.5 l of dichloromethane and 1 l of a saturated aqueous sodium hydrogen carbonate solution and then filter... Reaction SMILES: Cl[C:2]1[C:11]2[C:6](=[CH:7][CH:8]=[CH:9][CH:10]=2)[N:5]=[C:4]([CH2:12][Cl:13])[N:3]=1.O.[NH2:15][NH2:16]>O1CCCC1>[Cl:13][CH2:12][C:4]1[N:3]=[C:2]([NH:15][NH2:16])[C:11]2[C:6](=[CH:7][CH:8]=[CH:9][CH:10]=2)[N:5]=1 |f:1.2|. Reaction conditions: temperature 0 celsius, time 4 hour. The reactants are ClC1=NC(=NC2=CC=CC=C12)CCl (4-chloro-2-(chloromethyl)quinazoline), O.NN (hydrazine hydrate). The product is ClCC1=NC2=CC=CC=C2C(=N1)NN (2-(chloromethyl)-4-hydrazinoquinazoline). Reactants: CC(C)(N)c1ccccc1, CC(C)O, Cn1c(Cl)nc(-c2ccncc2)c(-c2ccc(F)cc2)c1=O. Yields the product Cn1c(NC(C)(C)c2ccccc2)nc(-c2ccncc2)c(-c2ccc(F)cc2)c1=O. As a reaction SMILES: [C:23]([CH3:24])([CH3:25])([c:26]1[cH:27][cH:28][cH:29][cH:30][cH:31]1)[NH2:32].[CH:33]([OH:34])([CH3:35])[CH3:36].[Cl:1][c:2]1[n:3][c:4](-[c:17]2[cH:18][cH:19][n:20][cH:21][cH:22]2)[c:5](-[c:10]2[cH:11][cH:12][c:13]([F:16])[cH:14][cH:15]2)[c:6](=[O:9])[n:7]1[CH3:8]>>[c:2]1([NH:32][C:23]([CH3:24])([CH3:25])[c:26]2[cH:27][cH:28][cH:29][cH:30][cH:31]2)[n:3][c:4](-[c:17]2[cH:18][cH:19][n:20][cH:21][cH:22]2)[c:5](-[c:10]2[cH:11][cH:12][c:13]([F:16])[cH:14][cH:15]2)[c:6](=[O:9])[n:7]1[CH3:8].